This data is from the Open Reaction Database (ORD), a public repository of structured organic reaction records. The task is: describe an organic reaction: reactants, conditions, products, and yield Reactants: O=C(Cl)C(=O)Cl, OC(c1ccc(Cl)cc1)c1ccc(Cl)cc1, ClCCl. Product: Clc1ccc(C(Cl)c2ccc(Cl)cc2)cc1. RXN SMILES: [C:17]([Cl:18])(=[O:19])[C:21]([Cl:20])=[O:22].[Cl:1][c:2]1[cH:3][cH:4][c:5]([CH:8]([OH:9])[c:10]2[cH:11][cH:12][c:13]([Cl:16])[cH:14][cH:15]2)[cH:6][cH:7]1.[Cl:23][CH2:24][Cl:25]>>[Cl:1][c:2]1[cH:3][cH:4][c:5]([CH:8]([c:10]2[cH:11][cH:12][c:13]([Cl:16])[cH:14][cH:15]2)[Cl:20])[cH:6][cH:7]1. Reactants: [Br-], CCOC(=O)c1ccc(I)cc1, C1CCOC1, [Mg+]C1CC1, [Cl-], [Cl-], [Cl-], [In+3]. Yields the product CCOC(=O)c1ccc(C2CC2)cc1. RXN SMILES: [Br-:5].[CH2:10]([CH3:11])[O:12][C:13]([c:14]1[cH:15][cH:16][c:17]([I:20])[cH:18][cH:19]1)=[O:21].[CH2:22]1[O:23][CH2:24][CH2:25][CH2:26]1.[CH:6]1([Mg+:9])[CH2:7][CH2:8]1.[Cl-:1].[Cl-:2].[Cl-:3].[In+3:4]>>[CH:6]1([c:17]2[cH:16][cH:15][c:14]([C:13]([O:12][CH2:10][CH3:11])=[O:21])[cH:19][cH:18]2)[CH2:7][CH2:8]1. The reactants are CC1(COC2=C1C=C(C=C2)C=O)C (3,3-dimethyl-2,3-dihydro-1-benzofuran-5-carbaldehyde), C1(=CC=CC=C1)P(C1=CC=CC=C1)C1=CC=CC=C1 (triphenylphosphine), C(Br)(Br)(Br)Br (carbon tetrabromide). Run in C1CCOC1 (THF). Run at time 15 minute. Yields the product BrC(=CC=1C=CC2=C(C(CO2)(C)C)C1)Br (5-(2,2-dibromoethenyl)-3,3-dimethyl-2,3-dihydro-1-benzofuran). Yield: 73.0%. Reaction SMILES: [CH3:1][C:2]1([CH3:13])[C:6]2[CH:7]=[C:8]([CH:11]=O)[CH:9]=[CH:10][C:5]=2[O:4][CH2:3]1.C1(P(C2C=CC=CC=2)C2C=CC=CC=2)C=CC=CC=1.[C:33](Br)(Br)([Br:35])[Br:34]>C1COCC1>[Br:34][C:33]([Br:35])=[CH:11][C:8]1[CH:9]=[CH:10][C:5]2[O:4][CH2:3][C:2]([CH3:13])([CH3:1])[C:6]=2[CH:7]=1. Procedure: To a solution of 3,3-dimethyl-2,3-dihydro-1-benzofuran-5-carbaldehyde (4.18 g, 23.7 mmol) and triphenylphosphine (15.5 g, 59.3 mmol) in THF (40 mL) was added carbon tetrabromide, and the mixture was stirred at room temperature for 15 min. The solvent was evaporated under reduced pressure and the obtained residue was purified by silica gel column chromatography (hexane:ethyl acetate=49:1 to 7:3) to give the title compound (5.75 g, yield 73%) as an oil. Reactants: 1-([1,11′-Biphenyl]-2-ylmethyl)-5-methoxy,y-2-methyl-1H-indole-3-acetic acid ethyl ester, C(C)OC(CC1=C(NC2=CC=C(C=C12)OC)C)=O (5-Methoxy-2-methyl-1H-indole-3-acetic acid ethyl ester), [H-].[Na+] (NaH), of2, BrCC1=C(C=CC=C1)C1=CC=CC=C1 ((bromomethyl) biphenyl). Solvent: O (water). Run at time 0.5 hour. The product is C(C)OC(CC1=C(N(C2=CC=C(C=C12)OC)CC1=C(C=CC=C1)C1=CC=CC=C1)C)=O (1-([1,1′-biphenyl]-2-ylmethyl)-5-methoxy-2-methyl-1H-indole-3-acetic acid ethyl ester). Isolated yield 72.0%. RXN SMILES: [CH2:1]([O:3][C:4](=[O:18])[CH2:5][C:6]1[C:14]2[C:9](=[CH:10][CH:11]=[C:12]([O:15][CH3:16])[CH:13]=2)[NH:8][C:7]=1[CH3:17])[CH3:2].[H-].[Na+].Br[CH2:22][C:23]1[CH:28]=[CH:27][CH:26]=[CH:25][C:24]=1[C:29]1[CH:34]=[CH:33][CH:32]=[CH:31][CH:30]=1>O>[CH2:1]([O:3][C:4](=[O:18])[CH2:5][C:6]1[C:14]2[C:9](=[CH:10][CH:11]=[C:12]([O:15][CH3:16])[CH:13]=2)[N:8]([CH2:22][C:23]2[CH:28]=[CH:27][CH:26]=[CH:25][C:24]=2[C:29]2[CH:34]=[CH:33][CH:32]=[CH:31][CH:30]=2)[C:7]=1[CH3:17])[CH3:2] |f:1.2|. Reported procedure: 1-([1,11′-Biphenyl]-2-ylmethyl)-5-methoxy,y-2-methyl-1H-indole-3-acetic acid ethyl ester. 5-Methoxy-2-methyl-1H-indole-3-acetic acid ethyl ester (988 mg, 4 mmol) was added to 160 mg (4 mmol) of NaH/mineral oil (previously washed with hexane), the mixture stirred for 0.5 hours and 0.74 mL (4 mmol) of2- (bromomethyl) biphenyl added. After 2 hours, water was added and the mixture extracted with ethyl acetate. The ethyl acetate was washed with brine, dried (MgSO4) and concentrated at reduced pressur... Starting materials: CCCCBr, [Mg], O=C(O)C(F)(F)F. Yields the product CCCCC(=O)C(F)(F)F. As a reaction SMILES: [CH2:2]([CH2:3][CH2:4][CH3:5])[Br:6].[Mg:1].[OH:7][C:8](=[O:9])[C:10]([F:11])([F:12])[F:13]>>[CH2:2]([CH2:3][CH2:4][CH3:5])[C:8](=[O:7])[C:10]([F:11])([F:12])[F:13]. The reactants are O=Cc1ccccc1, ClCCl, [Mg+2], Nc1cc(Cl)cc2c1COC2=O, O=S(=O)([O-])[O-]. Yields the product O=C1OCc2c(N=Cc3ccccc3)cc(Cl)cc21. Reaction SMILES: [CH:13](=[O:14])[c:15]1[cH:16][cH:17][cH:18][cH:19][cH:20]1.[Cl:27][CH2:28][Cl:29].[Mg+2:21].[NH2:1][c:2]1[c:3]2[c:7]([cH:8][c:9]([Cl:11])[cH:10]1)[C:6](=[O:12])[O:5][CH2:4]2.[O-:22][S:23](=[O:24])(=[O:25])[O-:26]>>[N:1]([c:2]1[c:3]2[c:7]([cH:8][c:9]([Cl:11])[cH:10]1)[C:6](=[O:12])[O:5][CH2:4]2)=[CH:13][c:15]1[cH:16][cH:17][cH:18][cH:19][cH:20]1. Starting materials: FC1=C(C=C(C=C1)OC)C=1C(=CC(=CC1)O)C(=O)OCC (ethyl 2′-fluoro-4-hydroxy-5′-methoxy-[1,1′-biphenyl]-2-carboxylate), O.NN (hydrazine monohydrate). Solvent: C(C)O (ethanol). Run at temperature 95 celsius, time 46 hour. The product is FC1=C(C=C(C=C1)OC)C=1C(=CC(=CC1)O)C(=O)NN (2′-fluoro-4-hydroxy-5′-methoxy-[1,1′-biphenyl]-2-carbohydrazide). As a reaction SMILES: [F:1][C:2]1[CH:7]=[CH:6][C:5]([O:8][CH3:9])=[CH:4][C:3]=1[C:10]1[C:11]([C:17]([O:19]CC)=O)=[CH:12][C:13]([OH:16])=[CH:14][CH:15]=1.O.[NH2:23][NH2:24]>C(O)C>[F:1][C:2]1[CH:7]=[CH:6][C:5]([O:8][CH3:9])=[CH:4][C:3]=1[C:10]1[C:11]([C:17]([NH:23][NH2:24])=[O:19])=[CH:12][C:13]([OH:16])=[CH:14][CH:15]=1 |f:1.2|. Procedure: To a solution of ethyl 2′-fluoro-4-hydroxy-5′-methoxy-[1,1′-biphenyl]-2-carboxylate (1.37 g) in ethanol (15 mL) was added hydrazine monohydrate (4.47 mL), and the mixture was stirred at 95° C. for 46 hr. The reaction mixture was concentrated under reduced pressure and the residue was purified by silica gel column chromatography (ethyl acetate/hexane and then methanol/ethyl acetate) to give the title compound (1.05 g) as a white amorphous solid. The reactants are C(=O)NC(C(=O)OCC)C(=O)OCC (Diethyl (formylamino)malonate), [O-]CC.[Na+] (sodium ethoxide), C(C)O (ethanol), BrCC=1C=CC=C2C=CC=NC12 (8-(bromomethyl)quinoline). Run at time 5 minute. The product is C(=O)NC(C(=O)OCC)(C(=O)OCC)CC=1C=CC=C2C=CC=NC12 (diethyl (formylamino)(8-quinolinylmethyl)propanedioate). Isolated yield 57.8%. As a reaction SMILES: [CH:1]([NH:3][CH:4]([C:10]([O:12][CH2:13][CH3:14])=[O:11])[C:5]([O:7][CH2:8][CH3:9])=[O:6])=[O:2].[O-]CC.[Na+].C(O)C.Br[CH2:23][C:24]1[CH:25]=[CH:26][CH:27]=[C:28]2[C:33]=1[N:32]=[CH:31][CH:30]=[CH:29]2>>[CH:1]([NH:3][C:4]([CH2:23][C:24]1[CH:25]=[CH:26][CH:27]=[C:28]2[C:33]=1[N:32]=[CH:31][CH:30]=[CH:29]2)([C:5]([O:7][CH2:8][CH3:9])=[O:6])[C:10]([O:12][CH2:13][CH3:14])=[O:11])=[O:2] |f:1.2|. Reported procedure: Diethyl (formylamino)malonate (22.0 g, 0.108 mol) was added to a stirred solution of sodium ethoxide in ethanol (prepared from 2.4 g of sodium and 250 mL of ethanol, 0.10 mol). After 5 min, 8-(bromomethyl)quinoline (22.0 g, 0.10 mol) was added and the solution was stirred for an additional 15 minutes. The solvent was removed under reduced pressure and the product was partitioned between ethyl acetate and water. The ethyl acetate was removed and the residual oil was crystallized from ether to giv... Starting materials: O.C([O-])([O-])=O.[Na+].[Na+] (sodium carbonate hydrate), O1CCOCC1 (dioxane), FC(S(=O)(=O)OC=1C([C@@H]2CC[C@]3([C@@]4(CC[C@@]5([C@@H]([C@H]4CC[C@@H]3[C@]2(CC1)C)[C@@H](CC5)C(=C)C)NCCCl)C)C)(C)C)(F)F ((1R,3aS,5 aR,5bR,7aR,11aR,11bR,13aR,13bR)-3a-((2-chloroethyl)amino)-5a,5b,8,8,11a-pentamethyl-1-(prop-1-en-2-yl)-2,3,3a,4,5,5a,5b,6,7,7a,8,11,11a,11b,12,13,13a,13b-octadecahydro-1H-cyclopenta[a]chrysen-9-yl trifluoromethanesulfonate), CC1(OB(OC1(C)C)C1=CC2(CC(C2)(C(=O)OC(C)C)C(=O)OC(C)C)C1)C (diisopropyl 6-(4,4,5,5-tetramethyl-1,3,2-dioxaborolan-2-yl)spiro[3.3]hept-5-ene-2,2-dicarboxylate). The product is ClCCN[C@]12[C@@H]([C@H]3CC[C@@H]4[C@]5(CC=C(C([C@@H]5CC[C@]4([C@@]3(CC1)C)C)(C)C)C1=CC3(CC(C3)(C(=O)OC(C)C)C(=O)OC(C)C)C1)C)[C@@H](CC2)C(=C)C (diisopropyl 6-((1R,3aS,5aR,5bR,7aR,11aS,11bR,13aR,13bR)-3a-((2-chloroethyl)amino)-5a,5b,8,8,11a-pentamethyl-1-(prop-1-en-2-yl)-2,3,3a,4,5,5a,5b,6,7,7a,8,11,11a,11b,12,13,13a,13b-octadecahydro-1H-cyclopenta[a]chrysen-9-yl)spiro[3.3]hept-5-ene-2,2-dicarboxylate). The solvent is O (water). Reported procedure: (1R,3aS,5 aR,5bR,7aR,11aR,11bR,13aR,13bR)-3a-((2-chloroethyl)amino)-5a,5b,8,8,11a-pentamethyl-1-(prop-1-en-2-yl)-2,3,3a,4,5,5a,5b,6,7,7a,8,11,11a,11b,12,13,13a,13b-octadecahydro-1H-cyclopenta[a]chrysen-9-yl trifluoromethanesulfonate (73 mg, 0.118 mmol), previously dried, was mixed with diisopropyl 6-(4,4,5,5-tetramethyl-1,3,2-dioxaborolan-2-yl)spiro[3.3]hept-5-ene-2,2-dicarboxylate (55.4 mg, 0.141 mmol) in a 50 mL RBF fitted with an air condenser and a 3-way stopcock/balloon setup. To this mixtu... As a reaction SMILES: FC(F)(F)S(O[C:7]1[C:8]([CH3:39])([CH3:38])[C@H:9]2[C@:22]([CH3:25])([CH2:23][CH:24]=1)[C@@H:21]1[C@:12]([CH3:37])([C@@:13]3([CH3:36])[C@H:18]([CH2:19][CH2:20]1)[C@H:17]1[C@H:26]([C:29]([CH3:31])=[CH2:30])[CH2:27][CH2:28][C@:16]1([NH:32][CH2:33][CH2:34][Cl:35])[CH2:15][CH2:14]3)[CH2:11][CH2:10]2)(=O)=O.CC1(C)C(C)(C)OB([C:50]2[CH2:68][C:52]3([CH2:55][C:54]([C:62]([O:64][CH:65]([CH3:67])[CH3:66])=[O:63])([C:56]([O:58][CH:59]([CH3:61])[CH3:60])=[O:57])[CH2:53]3)[CH:51]=2)O1.O.C(=O)([O-])[O-].[Na+].[Na+].O1CCOCC1>C1C=CC([P]([Pd]([P](C2C=CC=CC=2)(C2C=CC=CC=2)C2C=CC=CC=2)([P](C2C=CC=CC=2)(C2C=CC=CC=2)C2C=CC=CC=2)[P](C2C=CC=CC=2)(C2C=CC=CC=2)C2C=CC=CC=2)(C2C=CC=CC=2)C2C=CC=CC=2)=CC=1.O>[Cl:35][CH2:34][CH2:33][NH:32][C@:16]12[CH2:28][CH2:27][C@@H:26]([C:29]([CH3:31])=[CH2:30])[C@@H:17]1[C@@H:18]1[C@@:13]([CH3:36])([CH2:14][CH2:15]2)[C@@:12]2([CH3:37])[C@@H:21]([C@:22]3([CH3:25])[C@@H:9]([CH2:10][CH2:11]2)[C:8]([CH3:38])([CH3:39])[C:7]([C:50]2[CH2:68][C:52]4([CH2:53][C:54]([C:56]([O:58][CH:59]([CH3:61])[CH3:60])=[O:57])([C:62]([O:64][CH:65]([CH3:67])[CH3:66])=[O:63])[CH2:55]4)[CH:51]=2)=[CH:24][CH2:23]3)[CH2:20][CH2:19]1 |f:2.3.4.5,^1:86,88,107,126|. The reagents and catalysts are C=1C=CC(=CC1)[P](C=2C=CC=CC2)(C=3C=CC=CC3)[Pd]([P](C=4C=CC=CC4)(C=5C=CC=CC5)C=6C=CC=CC6)([P](C=7C=CC=CC7)(C=8C=CC=CC8)C=9C=CC=CC9)[P](C=1C=CC=CC1)(C=1C=CC=CC1)C=1C=CC=CC1 (tetrakis(triphenylphosphine)palladium).